Dataset: the Open Reaction Database (ORD), a public repository of structured organic reaction records. Task: describe an organic reaction: reactants, conditions, products, and yield Starting materials: CC12CCC3C(=CC=C4CC(O[Si](C)(C)C(C)(C)C)CC(O[Si](C)(C)C(C)(C)C)C43C)C1CC=C2CO, C=CC(=O)N(C)C, [Cl-], [H-], [NH4+], [Na+], C1CCOC1. The product is CN(C)C(=O)CCOCC1=CCC2C3=CC=C4CC(O[Si](C)(C)C(C)(C)C)CC(O[Si](C)(C)C(C)(C)C)C4(C)C3CCC12C. RXN SMILES: [C:1]([CH3:2])([CH3:3])([CH3:4])[Si:5]([O:6][CH:7]1[CH2:8][CH:9]([O:28][Si:29]([CH3:30])([CH3:31])[C:32]([CH3:33])([CH3:34])[CH3:35])[CH2:10][C:11]2=[CH:12][CH:13]=[C:14]3[CH:15]4[CH2:16][CH:17]=[C:18]([CH2:26][OH:27])[C:19]4([CH3:20])[CH2:21][CH2:22][CH:23]3[C:24]12[CH3:25])([CH3:36])[CH3:37].[CH3:40][N:41]([C:42]([CH:43]=[CH2:44])=[O:45])[CH3:46].[Cl-:47].[H-:38].[NH4+:48].[Na+:39].[O:49]1[CH2:50][CH2:51][CH2:52][CH2:53]1>>[C:1]([CH3:2])([CH3:3])([CH3:4])[Si:5]([O:6][CH:7]1[CH2:8][CH:9]([O:28][Si:29]([CH3:30])([CH3:31])[C:32]([CH3:33])([CH3:34])[CH3:35])[CH2:10][C:11]2=[CH:12][CH:13]=[C:14]3[CH:15]4[CH2:16][CH:17]=[C:18]([CH2:26][O:27][CH2:44][CH2:43][C:42]([N:41]([CH3:40])[CH3:46])=[O:45])[C:19]4([CH3:20])[CH2:21][CH2:22][CH:23]3[C:24]12[CH3:25])([CH3:36])[CH3:37]. The reactants are CN=C=S (Methyl isothiocyanate), S1N=C(C=C1)CNCCN (N-(3-isothiazolylmethyl)ethylenediamine), CN(CCN=C=S)C (2-dimethylaminoethyl isothiocyanate). Yields the product CN(CCNC(=S)NCCNCC1=NSC=C1)C (N-(2-dimethylaminoethyl)-N'-[2-(3-isothiazolylmethylamino)ethyl]thiourea). As a reaction SMILES: CN=C=S.[S:5]1[CH:9]=[CH:8][C:7]([CH2:10][NH:11][CH2:12][CH2:13][NH2:14])=[N:6]1.[CH3:15][N:16]([CH3:22])[CH2:17][CH2:18][N:19]=[C:20]=[S:21]>>[CH3:15][N:16]([CH3:22])[CH2:17][CH2:18][NH:19][C:20]([NH:14][CH2:13][CH2:12][NH:11][CH2:10][C:7]1[CH:8]=[CH:9][S:5][N:6]=1)=[S:21]. Reported procedure: By the procedure of Example 40(a) (ii), N-(3-isothiazolylmethyl)ethylenediamine is reacted with 2-dimethylaminoethyl isothiocyanate to give N-(2-dimethylaminoethyl)-N'-[2-(3-isothiazolylmethylamino)ethyl]thiourea. Reacting with hydrobromic acid gives the hydrobromide salt. Reactants: COC(=O)C=1C=NN(C1C1CC1)C(C)(C)C (1-tert-butyl-5-cyclopropyl-1H-pyrazole-4-carboxylic acid methyl ester), [Li+].[OH-] (LiOH). Run in CO (methanol), O (water). Yields the product C(C)(C)(C)N1N=CC(=C1C1CC1)C(=O)O (1-tert-butyl-5-cyclopropyl-1H-pyrazole-4-carboxylic acid). Yield: 91.5%. Reaction SMILES: C[O:2][C:3]([C:5]1[CH:6]=[N:7][N:8]([C:13]([CH3:16])([CH3:15])[CH3:14])[C:9]=1[CH:10]1[CH2:12][CH2:11]1)=[O:4].[Li+].[OH-]>CO.O>[C:13]([N:8]1[C:9]([CH:10]2[CH2:12][CH2:11]2)=[C:5]([C:3]([OH:4])=[O:2])[CH:6]=[N:7]1)([CH3:16])([CH3:14])[CH3:15] |f:1.2|. Procedure details: To a solution of 1-tert-butyl-5-cyclopropyl-1H-pyrazole-4-carboxylic acid methyl ester (921 mg, 4.14 mmol) in methanol (15 mL) and water (15 mL) was added LiOH (119 mg, 4.97 mmol). The reaction mixture was stirred at reflux overnight, and then the solution was concentrated under reduced pressure to remove the methanol. The residue was diluted with water and the solution was acidified to pH 2 with concentrated HCl. The resulting mixture was then extracted with ethyl acetate three times. The combi... The reactants are resultant mixture, C(C)(=O)OCCOC=C (acetoxyethylvinylether), C(C(=C)C)(=O)O (methacrylic acid), N1=CC=CC=C1.C1(=CC=C(C=C1)S(=O)(=O)O)C (p-toluenesulfonic acid pyridine salt). Solvent: C(Cl)Cl (methylene chloride). Product: C(C)(=O)OCCOCCOC=C (acetoxyethoxyethylvinylether). The yield is 93.0%. Reaction SMILES: [C:1]([O:4][CH2:5][CH2:6][O:7][CH:8]=[CH2:9])(=[O:3])[CH3:2].[C:10](O)(=[O:14])[C:11](C)=C.N1C=CC=CC=1.C1(C)C=CC(S(O)(=O)=O)=CC=1>C(Cl)Cl>[C:1]([O:4][CH2:5][CH2:6][O:7][CH2:8][CH2:9][O:14][CH:10]=[CH2:11])(=[O:3])[CH3:2] |f:2.3|. Reported procedure: The thus obtained acetoxyethylvinylether by 19.5 grams (0.15 mols) and methacrylic acid by 15.5 grams (0.18 mols) were dissolved into methylene chloride. Then, 0.38 grams (0.0015 mols) of p-toluenesulfonic acid pyridine salt was added into the mixture, and stirred for complete dissolution. The resultant mixture is stood at room temperature for 6 hours. Then, the mixture was washed three times with 2.5% aqueous sodium hydroxide, and six times with water. Then, the resultant mixture was dehydrated... Reactants: CCNC(=O)c1ccc(-n2cc(C(=O)OCC)nn2)c(OCC)c1, CCO, [Na+], [OH-], O. Product: CCNC(=O)c1ccc(-n2cc(C(=O)O)nn2)c(OCC)c1. RXN SMILES: [CH2:1]([CH3:2])[O:3][c:4]1[c:5](-[n:15]2[n:16][n:17][c:18]([C:20](=[O:21])[O:22][CH2:23][CH3:24])[cH:19]2)[cH:6][cH:7][c:8]([C:10](=[O:11])[NH:12][CH2:13][CH3:14])[cH:9]1.[CH3:28][CH2:29][OH:30].[Na+:26].[OH-:25].[OH2:27]>>[CH2:1]([CH3:2])[O:3][c:4]1[c:5](-[n:15]2[n:16][n:17][c:18]([C:20](=[O:21])[OH:22])[cH:19]2)[cH:6][cH:7][c:8]([C:10](=[O:11])[NH:12][CH2:13][CH3:14])[cH:9]1.